Dataset: the Open Reaction Database (ORD), a public repository of structured organic reaction records. Task: describe an organic reaction: reactants, conditions, products, and yield The reactants are C(CCC)OC1=C(N(C(C2=CC=C(C=C12)OCC)=O)CC(C)(C)C)CCl (4-butoxy-6-ethoxy-3-chloromethyl-2-neopentyl-1(2H)-isoquinolinone), C1(C=2C(C(N1)=O)=CC=CC2)=O.[K] (potassium phthalimide), O (water). Run in CN(C=O)C (N,N-dimethylformamide). The product is C(CCC)OC1=C(N(C(C2=CC=C(C=C12)OCC)=O)CC(C)(C)C)CN1C(C2=CC=CC=C2C1=O)=O (2-{(4-butoxy-6-ethoxy-2-neopentyl-1-oxo-1,2-dihydro-3-isoquinolinyl)methyl}-1H-isoindole-1,3(2H)-dione). Yield: 97.8%. As a reaction SMILES: [CH2:1]([O:5][C:6]1[C:15]2[C:10](=[CH:11][CH:12]=[C:13]([O:16][CH2:17][CH3:18])[CH:14]=2)[C:9](=[O:19])[N:8]([CH2:20][C:21]([CH3:24])([CH3:23])[CH3:22])[C:7]=1[CH2:25]Cl)[CH2:2][CH2:3][CH3:4].[C:27]1(=[O:37])[NH:31][C:30](=[O:32])[C:29]2=[CH:33][CH:34]=[CH:35][CH:36]=[C:28]12.[K].O>CN(C)C=O>[CH2:1]([O:5][C:6]1[C:15]2[C:10](=[CH:11][CH:12]=[C:13]([O:16][CH2:17][CH3:18])[CH:14]=2)[C:9](=[O:19])[N:8]([CH2:20][C:21]([CH3:24])([CH3:23])[CH3:22])[C:7]=1[CH2:25][N:31]1[C:27](=[O:37])[C:28]2[C:29](=[CH:33][CH:34]=[CH:35][CH:36]=2)[C:30]1=[O:32])[CH2:2][CH2:3][CH3:4] |f:1.2,^1:37|. Procedure: A solution of 4-butoxy-6-ethoxy-3-chloromethyl-2-neopentyl-1(2H)-isoquinolinone (0.38 g, 1 mmol) and potassium phthalimide (0.28 g, 1.5 mmol) in N,N-dimethylformamide (10 ml) was stirred at room temperature for 6 h. The reaction mixture was poured into water and extracted with ethyl acetate. After washing the extract with water, the extract was dried over anhydrous magnesium sulfate and concentrated under reduced pressure. The residue was purified by silica gel column chromatography to give 2-{(... Starting materials: P(OC)(OC)[O-] (dimethyl phosphite), COC=1C=CC(=CC1)P2(=S)SP(=S)(S2)C=3C=CC(=CC3)OC (Lawesson's reagent), COP(=S)(OC)OC (Trimethylthiophosphate), BrBr (bromine), CC1=CC2=CC=CC=C2C=C1 (2-methylnaphthalene), CC1=CC=C2C=CC=C(C2=C1)C(C)=O (1-(7-methyl-naphthalen-1-yl)-ethanone). The solvent is C1=CC=CC=C1 (benzene). Yields the product CC1=CC=C2C=CC=C(C2=C1)C(=O)O (7-Methylnaphthalene-1-carboxylic acid). Reaction SMILES: P([O-])(OC)[O:2]C.COC1C=CC(P2(SP(C3C=CC(OC)=CC=3)(=S)S2)=S)=CC=1.CC1C=CC2C(=CC=CC=2)C=1.[CH3:40][C:41]1[CH:50]=[C:49]2[C:44]([CH:45]=[CH:46][CH:47]=[C:48]2[C:51](=[O:53])C)=[CH:43][CH:42]=1.BrBr.COP(OC)(OC)=S>C1C=CC=CC=1>[CH3:40][C:41]1[CH:50]=[C:49]2[C:44]([CH:45]=[CH:46][CH:47]=[C:48]2[C:51]([OH:53])=[O:2])=[CH:43][CH:42]=1. Reported procedure: 1-Iodopropane and benzyl chloride were commercial products. 6-Bromohexanoic acid tert-butyl ester was synthesized by passing isobutylene through solution of 6-bromohexanoic acid in dichlomethane in presence of concentrated sulfuric acid (See, Lecher, H. Z., Greenwood, R. A., Whitehouse, K. C. and Chao, T. H. “The Phosphonation of Aromatic Compounds with Phosphorus Pentasulfide.” J. Am. Chem. Soc. 78, (1956) 5018-5022.) and used directly without purification in the next step of the synthetic proc... Starting materials: CCOC(=O)COc1ccc(S(=O)(=O)Cl)cc1Cl, CCO, Cl, C1COCCO1, [Sn]. Product: CCOC(=O)COc1ccc(S)cc1Cl. As a reaction SMILES: [CH2:1]([CH3:2])[O:3][C:4]([CH2:5][O:6][c:7]1[c:8]([Cl:17])[cH:9][c:10]([S:13]([Cl:14])(=[O:15])=[O:16])[cH:11][cH:12]1)=[O:18].[CH3:21][CH2:22][OH:23].[ClH:20].[O:24]1[CH2:25][CH2:26][O:27][CH2:28][CH2:29]1.[Sn:19]>>[CH2:1]([CH3:2])[O:3][C:4]([CH2:5][O:6][c:7]1[c:8]([Cl:17])[cH:9][c:10]([SH:13])[cH:11][cH:12]1)=[O:18]. The reactants are BrC1=CC=C(C=C1)CC (1-bromo-4-ethylbenzene), CCCCC.C(C)(C)(C)[Li] (tert-butyllithium n-pentane), C(=O)C1=C(C=C(C(=O)OC)C=C1)O (methyl 4-formyl-3-hydroxybenzoate), [Cl-].[NH4+] (ammonium chloride). Run in O1CCCC1 (tetrahydrofuran), O1CCCC1 (tetrahydrofuran), O (water). Conditions: temperature -78 celsius, time 10 minute. The product is C1(=CC=CC=C1)C(O)C1=CC=CC=C1 (diphenylmethanol). Reaction SMILES: Br[C:2]1[CH:7]=[CH:6][C:5](CC)=[CH:4][CH:3]=1.CCCCC.C([Li])(C)(C)C.C([C:22]1[CH:31]=[CH:30][C:25]([C:26]([O:28]C)=O)=[CH:24][C:23]=1O)=O.[Cl-].[NH4+]>O1CCCC1.O>[C:2]1([CH:26]([C:25]2[CH:24]=[CH:23][CH:22]=[CH:31][CH:30]=2)[OH:28])[CH:7]=[CH:6][CH:5]=[CH:4][CH:3]=1 |f:1.2,4.5|. Procedure: To a solution of 1-bromo-4-ethylbenzene (0.41 mL) in tetrahydrofuran (15 mL) was added 1.45 mol/L tert-butyllithium n-pentane solution (2.3 mL) under an argon atmosphere at −78° C. After the mixture was stirred at −78° C. for 10 minutes, a solution of methyl 4-formyl-3-hydroxybenzoate (0.18 g) in tetrahydrofuran (5 mL) was added to the reaction mixture. After the mixture was stirred under ice-cooling for 45 minutes, a saturated aqueous ammonium chloride solution and water were added to the react...